Dataset: the Open Reaction Database (ORD), a public repository of structured organic reaction records. Task: describe an organic reaction: reactants, conditions, products, and yield Starting materials: CO[C@@H]([C@H](COCC1=CC=CC=C1)C)[C@H]([C@H](\C=C\C)OC)C (((E)-(2S,3S,4S,5S)-3,5-Dimethoxy-2,4-dimethyl-oct-6-enyloxymethyl)-benzene). Solvent: C1CCOC1 (THF). Yields the product CO[C@@H]([C@H](CO)C)[C@H]([C@H](\C=C\C)OC)C ((E)-(2S,3S,4S,5S)-3,5-Dimethoxy-2,4-dimethyl-oct-6-en-1-ol). As a reaction SMILES: [CH3:1][O:2][C@H:3]([C@@H:15]([CH3:22])[C@@H:16]([O:20][CH3:21])/[CH:17]=[CH:18]/[CH3:19])[C@@H:4]([CH3:14])[CH2:5][O:6]CC1C=CC=CC=1>C1COCC1>[CH3:1][O:2][C@H:3]([C@@H:15]([CH3:22])[C@@H:16]([O:20][CH3:21])/[CH:17]=[CH:18]/[CH3:19])[C@@H:4]([CH3:14])[CH2:5][OH:6]. Reported procedure: To ((E)-(2S,3S,4S,5S)-3,5-Dimethoxy-2,4-dimethyl-oct-6-enyloxymethyl)-benzene (5.5 g, 18.0 mmol) in anhydrous THF (180 ml) at −78° C. and under an atmosphere of nitrogen, was slowly added LiDBB until a dark green colour persisted. The temperature was maintained below −70° C. during the addition. The reaction was quenched with saturated ammonium chloride, allowed to warm to room temperature and extracted with diethyl ether (2×). The combined organic layers were dried over magnesium sulphate, filt... Starting materials: COC=C(C(=O)OC)C(=O)OC, CN(C)C=O, Nc1ncnc2ccccc12. The product is COC(=O)C(=CNc1ncnc2ccccc12)C(=O)OC. As a reaction SMILES: [CH3:12][O:13][CH:14]=[C:15]([C:16](=[O:17])[O:18][CH3:19])[C:20](=[O:21])[O:22][CH3:23].[CH3:24][N:25]([CH3:26])[CH:27]=[O:28].[NH2:1][c:2]1[n:3][cH:4][n:5][c:6]2[cH:7][cH:8][cH:9][cH:10][c:11]12>>[NH:1]([c:2]1[n:3][cH:4][n:5][c:6]2[cH:7][cH:8][cH:9][cH:10][c:11]12)[CH:14]=[C:15]([C:16](=[O:17])[O:18][CH3:19])[C:20](=[O:21])[O:22][CH3:23]. The reactants are NC1=C(C=CC(=C1)C)N1CCOCC1 (4-(2-amino-4-methylphenyl)morpholine), CN=C=S (methylisothiocyanate). Run in ClCCl (dichloromethane). Run at time 6 day. The product is CNC(=S)NC1=C(C=CC(=C1)C)N1CCOCC1 (1-methyl-3-(5-methyl-2-morpholinophenyl)thiourea). RXN SMILES: [NH2:1][C:2]1[CH:7]=[C:6]([CH3:8])[CH:5]=[CH:4][C:3]=1[N:9]1[CH2:14][CH2:13][O:12][CH2:11][CH2:10]1.[CH3:15][N:16]=[C:17]=[S:18]>ClCCl>[CH3:15][NH:16][C:17]([NH:1][C:2]1[CH:7]=[C:6]([CH3:8])[CH:5]=[CH:4][C:3]=1[N:9]1[CH2:10][CH2:11][O:12][CH2:13][CH2:14]1)=[S:18]. Reported procedure: A solution of 4-(2-amino-4-methylphenyl)morpholine (5.7 g) in dichloromethane (30 ml) was treated with methylisothiocyanate (2.8 g) and the reaction mixture kept at room temperature for 6 days to yield 1-methyl-3-(5-methyl-2-morpholinophenyl)thiourea as a colourless solid (m.p. 107° C.). Starting materials: CC(C)(C)O, CCCc1nn(CC)c(C=O)c1Cc1ccc(-c2ccccc2NS(=O)(=O)C(F)(F)F)cc1, C1CCOC1, CC=C(C)C, [O-][Cl+][O-], [Na+], [Na+], O, O=P([O-])(O)O. Product: CCCc1nn(CC)c(C(=O)O)c1Cc1ccc(-c2ccccc2NS(=O)(=O)C(F)(F)F)cc1. RXN SMILES: [C:50]([OH:51])([CH3:52])([CH3:53])[CH3:54].[CH2:11]([CH3:12])[n:13]1[n:14][c:15]([CH2:41][CH2:42][CH3:43])[c:16]([CH2:20][c:21]2[cH:22][cH:23][c:24](-[c:27]3[c:28]([NH:33][S:34](=[O:35])(=[O:36])[C:37]([F:38])([F:39])[F:40])[cH:29][cH:30][cH:31][cH:32]3)[cH:25][cH:26]2)[c:17]1[CH:18]=[O:19].[CH2:55]1[O:56][CH2:57][CH2:58][CH2:59]1.[CH3:44][C:45](=[CH:46][CH3:47])[CH3:48].[Cl+:1]([O-:2])[O-:3].[Na+:10].[Na+:4].[OH2:49].[P:5](=[O:6])([O-:7])([OH:8])[OH:9]>>[OH:6][C:18]([c:17]1[n:13]([CH2:11][CH3:12])[n:14][c:15]([CH2:41][CH2:42][CH3:43])[c:16]1[CH2:20][c:21]1[cH:22][cH:23][c:24](-[c:27]2[c:28]([NH:33][S:34](=[O:35])(=[O:36])[C:37]([F:38])([F:39])[F:40])[cH:29][cH:30][cH:31][cH:32]2)[cH:25][cH:26]1)=[O:19]. As a reaction SMILES: Cl[O-].[Na+].C(=O)(O)[O-].[Na+].[CH2:9]([O:16][CH2:17][CH:18]([OH:28])[CH2:19][O:20][CH2:21][C:22]1[CH:27]=[CH:26][CH:25]=[CH:24][CH:23]=1)[C:10]1[CH:15]=[CH:14][CH:13]=[CH:12][CH:11]=1.CC1(C)N([O])C(C)(C)CCC1>C1(C)C=CC=CC=1>[CH2:9]([O:16][CH2:17][C:18](=[O:28])[CH2:19][O:20][CH2:21][C:22]1[CH:27]=[CH:26][CH:25]=[CH:24][CH:23]=1)[C:10]1[CH:11]=[CH:12][CH:13]=[CH:14][CH:15]=1 |f:0.1,2.3,^1:32|. Product: C(C1=CC=CC=C1)OCC(COCC1=CC=CC=C1)=O (1,3-dibenzyloxy-2-propanone). Yield: 88.7%. Reaction conditions: temperature 22.5 celsius, time 15 minute. Reactants: CC1(CCCC(N1[O])(C)C)C (TEMPO), Cl[O-].[Na+] (sodium hypochlorite), C([O-])(O)=O.[Na+] (sodium bicarbonate), C(C1=CC=CC=C1)OCC(COCC1=CC=CC=C1)O (1,3-dibenzyloxy-2-propanol). Reported procedure: A mixture of sodium hypochlorite (100 ml, 13% w/v) and saturated sodium bicarbonate (25 ml) was added in one charge to a stirred solution of 1,3-dibenzyloxy-2-propanol (10 g) and 2,2,6,6-tetramethyl-1-piperidinyloxy free radical, (TEMPO) (0.3 g) in toluene (40 ml). The biphasic mixture was stirred at 20-25° C. for 15 minutes when HPLC analysis showed reaction to be complete. The reaction mixture was stirred for a total of 25 minutes at 23° C. The reaction mixture was separated and the organic ex... The solvent is C1(=CC=CC=C1)C (toluene). The yield is 28.5%. The product is N1(CCSCC1)CCCOC1=CC=C(C=C1)C1(CCOCC1)C#N (4-[4-(3-Thiomorpholin-4-ylpropoxy)phenyl]tetrahydropyran-4-carbonitrile). Reaction SMILES: [N:1]1([CH2:6][CH2:7][CH2:8][O:9][C:10]2[CH:15]=[CH:14][C:13]([C:16]3([C:22]#[N:23])[CH2:21][CH2:20][O:19][CH2:18][CH2:17]3)=[CH:12][CH:11]=2)[CH2:5][CH2:4][CH2:3][CH2:2]1.ClCCCN1CC[S:31]CC1.C([O-])([O-])=O.[K+].[K+]>CN(C=O)C>[N:1]1([CH2:6][CH2:7][CH2:8][O:9][C:10]2[CH:15]=[CH:14][C:13]([C:16]3([C:22]#[N:23])[CH2:21][CH2:20][O:19][CH2:18][CH2:17]3)=[CH:12][CH:11]=2)[CH2:5][CH2:4][S:31][CH2:3][CH2:2]1 |f:2.3.4|. The solvent is CN(C)C=O (DMF). The reactants are N1(CCCC1)CCCOC1=CC=C(C=C1)C1(CCOCC1)C#N (4-[4-(3-pyrrolidin-1-ylpropoxy)phenyl]tetrahydro-2H-pyran-4-carbonitrile), ClCCCN1CCSCC1 (4-(3-chloro-propyl)-thiomorpholine), C(=O)([O-])[O-].[K+].[K+] (K2CO3). Reported procedure: 4-[4-(3-pyrrolidin-1-ylpropoxy)phenyl]tetrahydro-2H-pyran-4-carbonitrile (750 mg, 3.69 mmol), 4-(3-chloro-propyl)-thiomorpholine (1.06 g, 5.91 mmol), DMF (15 ml) and K2CO3 (2.05 g, 14.83 mmol) were reacted together according to general procedure E. Purification by chromatography on silica, eluant DCM:MeOH:NH3 (96:3:1) provided the title compound (365 mg, 29%) as an off white solid. 1H NMR (400 MHz, CDCl3), δ 7.37 (d, 2H), 6.93 (d, 2H), 4.12-4.04 (m, 2H), 4.01 (t, 2H), 3.89 (td, 2H), 2.77-2.64 (m...